This data is from the Open Reaction Database (ORD), a public repository of structured organic reaction records. The task is: describe an organic reaction: reactants, conditions, products, and yield Reactants: OC1=CC=C2C(=CC(NC2=C1)=O)C (7-hydroxy-4-methyl-2-oxo-1,2-dihydroquinoline), C(C1=CC=CC=C1)(=O)NC1CCN(CC1)CCCCl (3-(4-benzamido-piperidino)-propyl chloride). Solvent: COC(C)O (methoxyethanol). The product is C(C1=CC=CC=C1)(=O)NC1CCN(CC1)CCCOC1=CC=C2C(=CC(NC2=C1)=O)C (7-[3-(4-benzamido-piperidino)-propoxy]-4-methyl-2-oxo-1,2-dihydroquinoline). The yield is 46.0%. Reaction SMILES: [OH:1][C:2]1[CH:11]=[C:10]2[C:5]([C:6]([CH3:13])=[CH:7][C:8](=[O:12])[NH:9]2)=[CH:4][CH:3]=1.[C:14]([NH:22][CH:23]1[CH2:28][CH2:27][N:26]([CH2:29][CH2:30][CH2:31]Cl)[CH2:25][CH2:24]1)(=[O:21])[C:15]1[CH:20]=[CH:19][CH:18]=[CH:17][CH:16]=1>COC(O)C>[C:14]([NH:22][CH:23]1[CH2:28][CH2:27][N:26]([CH2:29][CH2:30][CH2:31][O:1][C:2]2[CH:11]=[C:10]3[C:5]([C:6]([CH3:13])=[CH:7][C:8](=[O:12])[NH:9]3)=[CH:4][CH:3]=2)[CH2:25][CH2:24]1)(=[O:21])[C:15]1[CH:16]=[CH:17][CH:18]=[CH:19][CH:20]=1. Reported procedure: In a manner analogous to that described in Example 8, by the reaction of 7-hydroxy-4-methyl-2-oxo-1,2-dihydroquinoline with 3-(4-benzamido-piperidino)-propyl chloride in methoxyethanol, there is obtained, in a yield of 46% of theory, 7-[3-(4-benzamido-piperidino)-propoxy]-4-methyl-2-oxo-1,2-dihydroquinoline; m.p. 275°-276° C. The reactants are C1CCCCC1, C1=CCCCCCC1, OCCc1ccccc1. Yields the product c1ccc(CCOC2CCCCCCC2)cc1. As a reaction SMILES: [CH2:18]1[CH2:19][CH2:20][CH2:21][CH2:22][CH2:23]1.[CH:10]1=[CH:11][CH2:12][CH2:13][CH2:14][CH2:15][CH2:16][CH2:17]1.[c:1]1([CH2:7][CH2:8][OH:9])[cH:2][cH:3][cH:4][cH:5][cH:6]1>>[c:1]1([CH2:7][CH2:8][O:9][CH:10]2[CH2:11][CH2:12][CH2:13][CH2:14][CH2:15][CH2:16][CH2:17]2)[cH:2][cH:3][cH:4][cH:5][cH:6]1. Reactants: c1ccc3c(c1)oc2ccccc23 (substrate), CN(C)c1ccc([Mg]Br)cc1 (effective_coupling_partner). Reaction conditions: temperature 80 celsius, time 2 hour. The product is CN(C)c3ccc(c1c(O)cccc1c2ccccc2)cc3. As a reaction SMILES: [CH2:1]([C:6]1[CH:13]=[CH:12][C:9]([CH2:10][NH2:11])=[CH:8][CH:7]=1)[CH2:2][CH2:3][CH2:4][CH3:5].Cl[CH2:15][C:16]1[CH:24]=[CH:23][C:19]([C:20](Cl)=[O:21])=[CH:18][CH:17]=1.[CH3:25][C:26]([CH3:31])=[CH:27][C:28](Cl)=[O:29].C(O)(=O)C.[NH2:36][CH2:37][C:38]1[CH:50]=[CH:49][C:41]2[O:42]C(C)(C)[O:44][C:45](=[O:46])[C:40]=2[CH:39]=1>>[OH:42][C:41]1[CH:49]=[CH:50][C:38]([CH2:37][N:36]([C:28](=[O:29])[CH:27]=[C:26]([CH3:31])[CH3:25])[CH2:15][C:16]2[CH:24]=[CH:23][C:19]([C:20]([NH:11][CH2:10][C:9]3[CH:12]=[CH:13][C:6]([CH2:1][CH2:2][CH2:3][CH2:4][CH3:5])=[CH:7][CH:8]=3)=[O:21])=[CH:18][CH:17]=2)=[CH:39][C:40]=1[C:45]([OH:46])=[O:44] |f:3.4|. Procedure details: The title compound was prepared following the procedure A using 4-pentylbenzylamine, 4-(chloromethyl)benzoyl chloride, 3-methylbut-2-enoyl chloride and 6-(aminomethyl)-2,2-dimethyl-4H-1,3-benzodioxin-4-one acetate. M+(ESI): 543.5 Product: OC1=C(C(=O)O)C=C(C=C1)CN(CC1=CC=C(C=C1)C(=O)NCC1=CC=C(C=C1)CCCCC)C(C=C(C)C)=O (2-hydroxy-5-{[(3-methylbut-2-enoyl)(4-{[(4-pentylbenzyl)amino]carbonyl}-benzyl)amino]methyl}benzoic acid). Starting materials: C(CCCC)C1=CC=C(CN)C=C1 (4-pentylbenzylamine), C(C)(=O)O.NCC1=CC2=C(OC(OC2=O)(C)C)C=C1 (6-(aminomethyl)-2,2-dimethyl-4H-1,3-benzodioxin-4-one acetate), ClCC1=CC=C(C(=O)Cl)C=C1 (4-(chloromethyl)benzoyl chloride), CC(=CC(=O)Cl)C (3-methylbut-2-enoyl chloride). Reactants: [OH-].[K+] (potassium hydroxide), C(C)C(C(=O)[O-])(C(=O)[O-])CC (Diethylmalonate), [Na] (sodium), COC1=NC(=C(C(=N1)OC)C=CC(C)=O)OC (2,4,6-Trimethoxy-5-pyrimidylbut-1-en-3-one). Solvent: C(C)O (ethanol). Conditions: temperature 90 celsius. The product is OC1=CC(CC(C1)C=1C(=NC(=NC1OC)OC)OC)=O (3-hydroxy-5-(2,4,6-trimethoxy-5-pyrimidyl)cyclohex-2-en-1-one). Yield: 69.1%. Reaction SMILES: C([C:3](CC)(C([O-])=O)[C:4]([O-])=[O:5])C.[Na].[CH3:13][O:14][C:15]1[N:20]=[C:19]([O:21][CH3:22])[C:18]([CH:23]=[CH:24][C:25](=[O:27])[CH3:26])=[C:17]([O:28][CH3:29])[N:16]=1.[OH-].[K+]>C(O)C>[OH:5][C:4]1[CH2:3][CH:23]([C:18]2[C:19]([O:21][CH3:22])=[N:20][C:15]([O:14][CH3:13])=[N:16][C:17]=2[O:28][CH3:29])[CH2:24][C:25](=[O:27])[CH:26]=1 |f:3.4,^1:11|. Procedure details: Diethylmalonate (4.5 g) was added to a solution of sodium metal (0.65 g) in absolute ethanol (30 ml) and the mixture was heated under reflux with stirring. 1-(2,4,6-Trimethoxy-5-pyrimidylbut-1-en-3-one (6.4 g) was added and the mixture was then boiled under reflux for 2 hours. An aqueous solution of potassium hydroxide (3.5 g in 80 ml of water) was added and the mixture was heated under reflux for a further 5 hours. The solution was cooled and extracted with chloroform (50 ml) and then the aqueo... Starting materials: CCC=CC=C(C)CCC=C(C)CCC=C(C)C, CCCCCC, CCOC(=O)CP(=O)(OCC)OCC, [H-], [Na+]. The product is CCOC(=O)C=C(C)C=CC=C(C)CCC=C(C)CCC=C(C)C. Reaction SMILES: [CH3:17][C:18](=[CH:19][CH:20]=[CH:21][CH2:22][CH3:23])[CH2:24][CH2:25][CH:26]=[C:27]([CH2:28][CH2:29][CH:30]=[C:31]([CH3:32])[CH3:33])[CH3:34].[CH3:35][CH2:36][CH2:37][CH2:38][CH2:39][CH3:40].[CH3:3][CH2:4][O:5][C:6](=[O:7])[CH2:8][P:9]([O:10][CH2:11][CH3:12])([O:13][CH2:14][CH3:15])=[O:16].[H-:1].[Na+:2]>>[CH3:3][CH2:4][O:5][C:6](=[O:7])[CH:8]=[C:22]([CH:21]=[CH:20][CH:19]=[C:18]([CH3:17])[CH2:24][CH2:25][CH:26]=[C:27]([CH2:28][CH2:29][CH:30]=[C:31]([CH3:32])[CH3:33])[CH3:34])[CH3:23]. Starting materials: ClC1=C(NC2=C(C3=C(S2)C=CC=C3)C(=O)OCC)C(=CC=C1Cl)[N+](=O)[O-] (ethyl 2-(2,3-dichloro-6-nitroanilino)benzo[b]thiophene-3-carboxylate), [H][H] (hydrogen). Reagents/catalysts: [C].[Pd] (palladium-carbon). Solvent: C(C)(=O)OCC (ethyl acetate). Yields the product NC1=CC=C(C(=C1NC1=C(C2=C(S1)C=CC=C2)C(=O)OCC)Cl)Cl (ethyl 2-(6-amino-2,3-dichloroanilino)benzo[b]thiophene-3-carboxylate). RXN SMILES: [Cl:1][C:2]1[C:22]([Cl:23])=[CH:21][CH:20]=[C:19]([N+:24]([O-])=O)[C:3]=1[NH:4][C:5]1[S:9][C:8]2[CH:10]=[CH:11][CH:12]=[CH:13][C:7]=2[C:6]=1[C:14]([O:16][CH2:17][CH3:18])=[O:15].[H][H]>[C].[Pd].C(OCC)(=O)C>[NH2:24][C:19]1[C:3]([NH:4][C:5]2[S:9][C:8]3[CH:10]=[CH:11][CH:12]=[CH:13][C:7]=3[C:6]=2[C:14]([O:16][CH2:17][CH3:18])=[O:15])=[C:2]([Cl:1])[C:22]([Cl:23])=[CH:21][CH:20]=1 |f:2.3|. Procedure details: In the same manner as in Starting Material Synthesis Example 19 and using ethyl 2-(2,3-dichloro-6-nitroanilino)benzo[b]thiophene-3-carboxylate, ethyl acetate, 10% palladium-carbon and hydrogen (60 atm kg/cm2), ethyl 2-(6-amino-2,3-dichloroanilino)benzo[b]thiophene-3-carboxylate is obtained.